Dataset: the Open Reaction Database (ORD), a public repository of structured organic reaction records. Task: describe an organic reaction: reactants, conditions, products, and yield Starting materials: COc1ccc(Br)cc1OC, [Li]CCCC, CCCCCC, C1CCOC1, O, O=Cc1ccsc1. The product is COc1ccc(C(O)c2ccsc2)cc1OC. As a reaction SMILES: [Br:11][c:12]1[cH:13][c:14]([O:20][CH3:21])[c:15]([O:18][CH3:19])[cH:16][cH:17]1.[CH2:1]([Li:2])[CH2:3][CH2:4][CH3:5].[CH3:29][CH2:30][CH2:31][CH2:32][CH2:33][CH3:34].[O:6]1[CH2:7][CH2:8][CH2:9][CH2:10]1.[OH2:35].[s:22]1[cH:23][c:24]([CH:27]=[O:28])[cH:25][cH:26]1>>[c:12]1([CH:27]([c:24]2[cH:23][s:22][cH:26][cH:25]2)[OH:28])[cH:13][c:14]([O:20][CH3:21])[c:15]([O:18][CH3:19])[cH:16][cH:17]1. The reactants are Brc1csc(C23CCOCC2CON3)c1, CC(=O)O, [Zn]. Product: NC1(c2cc(Br)cs2)CCOCC1CO. RXN SMILES: [Br:1][c:2]1[cH:3][c:4]([C:7]23[NH:8][O:9][CH2:10][CH:11]2[CH2:12][O:13][CH2:14][CH2:15]3)[s:5][cH:6]1.[CH3:16][C:17](=[O:18])[OH:19].[Zn:20]>>[Br:1][c:2]1[cH:3][c:4]([C:7]2([NH2:8])[CH:11]([CH2:10][OH:9])[CH2:12][O:13][CH2:14][CH2:15]2)[s:5][cH:6]1. Reactants: [OH-].[Na+] (NaOH), CC1=C(C(=O)OC)C=C(C(=C1)C1=CC=CC=C1)C(F)(F)F (methyl 2-methyl-4-phenyl-5-trifluoromethylbenzoate), OS(=O)(=O)[O-].[Na+] (NaHSO4). The solvent is CO (MeOH). Conditions: time 8 hour. Yields the product CC1=C(C(=O)O)C=C(C(=C1)C1=CC=CC=C1)C(F)(F)F (2-Methyl-4-phenyl-5-trifluoromethylbenzoic acid). RXN SMILES: [CH3:1][C:2]1[CH:11]=[C:10]([C:12]2[CH:17]=[CH:16][CH:15]=[CH:14][CH:13]=2)[C:9]([C:18]([F:21])([F:20])[F:19])=[CH:8][C:3]=1[C:4]([O:6]C)=[O:5].[OH-].[Na+].OS([O-])(=O)=O.[Na+]>CO>[CH3:1][C:2]1[CH:11]=[C:10]([C:12]2[CH:17]=[CH:16][CH:15]=[CH:14][CH:13]=2)[C:9]([C:18]([F:19])([F:20])[F:21])=[CH:8][C:3]=1[C:4]([OH:6])=[O:5] |f:1.2,3.4|. Procedure details: 2.6 g of methyl 2-methyl-4-phenyl-5-trifluoromethylbenzoate were dissolved in 100 ml of MeOH, 20 ml of a 1 N aqueous NaOH solution were added and the solution was stirred at RT for 8 h. The reaction mixture was poured onto 100 ml of a saturated aqueous NaHSO4 solution and extracted 3 times using 100 ml of EA each time. The organic phase was dried over Na2SO4 and the solvent was removed in vacuo. Starting materials: BrC1=C(SC(=C1C)I)C=O (3-bromo-5-iodo-4-methylthiophene-2-carbaldehyde), BrC1=C(SC(=C1C)I)C=O (3-bromo-5-iodo-4-methylthiophene-2-carbaldehyde), COC1=CC=C(C=C1)B(O)O (4-methoxyphenylboronic acid). Product: OC1=CC=C(C=C1)C1=C(SC(=C1C)C1=CC=C(C=C1)O)C=O (3,5-Bis(4-hydroxyphenyl)-4-methylthiophene-2-carbaldehyde). Isolated yield 109.6%. RXN SMILES: Br[C:2]1[C:6]([CH3:7])=[C:5](I)[S:4][C:3]=1[CH:9]=[O:10].C[O:12][C:13]1[CH:18]=[CH:17][C:16](B(O)O)=[CH:15][CH:14]=1>>[OH:12][C:13]1[CH:18]=[CH:17][C:16]([C:2]2[C:6]([CH3:7])=[C:5]([C:16]3[CH:17]=[CH:18][C:13]([OH:12])=[CH:14][CH:15]=3)[S:4][C:3]=2[CH:9]=[O:10])=[CH:15][CH:14]=1. Reported procedure: Starting from 3-bromo-5-iodo-4-methylthiophene-2-carbaldehyde (3.2 g, 9.7 mmol, Compound III) and 4-methoxyphenylboronic acid (3.2 g, 21 mmol, 2.2 eq), the title compound (3.3 g, 94%, m.p. 223-25° C.) was synthesized in essentially the same manner as described in Example 1, Steps 1 and 4. The reactants are C(C=1C(N)=CC=CC1)(=O)N (anthranilamide), N1=CC=CC=C1 (pyridine), O1C2=C(CC1)C=C(C=C2)C(=O)O (2,3-dihydrobenzo[b]furan-5-carboxylic acid), S(=O)(Cl)Cl (thionyl chloride). Solvent: C(Cl)(Cl)Cl (CHCl3). Reaction conditions: time 4 hour. Yields the product NC(=O)C1=C(C=CC=C1)NC(=O)C=1C=CC2=C(CCO2)C1 (N-[2-(aminocarbonyl)phenyl]-2,3-dihydro-1-benzofuran-5-carboxamide). The yield is 96.4%. RXN SMILES: [O:1]1[CH2:5][CH2:4][C:3]2[CH:6]=[C:7]([C:10]([OH:12])=O)[CH:8]=[CH:9][C:2]1=2.S(Cl)(Cl)=O.[C:17]([NH2:26])(=[O:25])[C:18]1[C:19](=[CH:21][CH:22]=[CH:23][CH:24]=1)[NH2:20].N1C=CC=CC=1>C(Cl)(Cl)Cl>[NH2:26][C:17]([C:18]1[CH:24]=[CH:23][CH:22]=[CH:21][C:19]=1[NH:20][C:10]([C:7]1[CH:8]=[CH:9][C:2]2[O:1][CH2:5][CH2:4][C:3]=2[CH:6]=1)=[O:12])=[O:25]. Reported procedure: A mixture of 2,3-dihydrobenzo[b]furan-5-carboxylic acid (1.0 g, 6.1 mmol) in thionyl chloride (2.2 mL, 30.5 mmol) is stirred at room temperature for 4 h. The volatiles were removed by evaporation. To a solution of the residue and anthranilamide (750 mg, 5.5 mmol) in CHCl3 (30 mL) is added pyridine (670 □L, 8.3 mmol) and the mixture stirred at room temperature for 18 h. The volatiles were removed by evaporation and the residue is partitioned between EtOAc and 1 N sodium carbonate. The resulting p...